From a dataset of the Open Reaction Database (ORD), a public repository of structured organic reaction records. describe an organic reaction: reactants, conditions, products, and yield Starting materials: COC=1C=C(C=CC1OC)CC(C=1C=NC=CC1)NC(C1=CC=CC=C1)=O (N-[2-(3,4-dimethoxyphenyl)-1-(3-pyridyl)ethyl]benzamide). Solvent: P(=O)(Cl)(Cl)Cl (phosphorus oxychloride). Yields the product COC=1C=C2CC(N=C(C2=CC1OC)C1=CC=CC=C1)C=1C=NC=CC1 (3,4-Dihydro-6,7-dimethoxy-1-phenyl-3-(3-pyridyl)isoquinoline). The yield is 93.5%. Reaction SMILES: [CH3:1][O:2][C:3]1[CH:4]=[C:5]([CH2:11][CH:12]([NH:19][C:20](=O)[C:21]2[CH:26]=[CH:25][CH:24]=[CH:23][CH:22]=2)[C:13]2[CH:14]=[N:15][CH:16]=[CH:17][CH:18]=2)[CH:6]=[CH:7][C:8]=1[O:9][CH3:10]>P(Cl)(Cl)(Cl)=O>[CH3:1][O:2][C:3]1[CH:4]=[C:5]2[C:6](=[CH:7][C:8]=1[O:9][CH3:10])[C:20]([C:21]1[CH:26]=[CH:25][CH:24]=[CH:23][CH:22]=1)=[N:19][CH:12]([C:13]1[CH:14]=[N:15][CH:16]=[CH:17][CH:18]=1)[CH2:11]2. Reported procedure: 1.8 g of N-[2-(3,4-dimethoxyphenyl)-1-(3-pyridyl)ethyl]benzamide in 20 ml of phosphorus oxychloride are stirred at 60° C. for 5 hours and at 120° C. for 1.5 hours. The yellow precipitate is filtered off with suction, dissolved in 200 ml of water, and the solution is made alkaline with potassium carbonate and extracted twice with methylene chloride. 1.6 g of dihydroisoquinoline compound of melting point 180°-182° C. are isolated. Reactants: Cl.N[C@H]([C@H](O)C1=CC=C(C=C1)SC)C ((1R,2S)-2-amino-1-[4-(methylthio)phenyl]propan-1-ol hydrochloride), CC(C)O (2-propanol), O=C([C@H](C)NC(OC(C)(C)C)=O)C=1C=NC2=CC=CC=C2C1 ((S)-tert-butyl 1-oxo-1-(quinolin-3-yl)propan-2-ylcarbamate), CC([O-])C.[Al+3].CC([O-])C.CC([O-])C (Aluminium isopropoxide). Run in C1(=CC=CC=C1)C (toluene). Yields the product Cl.Cl.N[C@H]([C@H](O)C=1C=NC2=CC=CC=C2C1)C ((1R,2S)-2-amino-1-(quinolin-3-yl)propan-1-ol dihydrochloride). RXN SMILES: [ClH:1].N[C@@H](C)[C@@H](C1C=CC(SC)=CC=1)O.[O:15]=[C:16]([C:27]1[CH:28]=[N:29][C:30]2[C:35]([CH:36]=1)=[CH:34][CH:33]=[CH:32][CH:31]=2)[C@@H:17]([NH:19]C(=O)OC(C)(C)C)[CH3:18].CC(C)[O-].[Al+3].CC(C)[O-].CC(C)[O-].CC(O)C>C1(C)C=CC=CC=1>[ClH:1].[ClH:1].[NH2:19][C@@H:17]([CH3:18])[C@@H:16]([C:27]1[CH:28]=[N:29][C:30]2[C:35]([CH:36]=1)=[CH:34][CH:33]=[CH:32][CH:31]=2)[OH:15] |f:0.1,3.4.5.6,9.10.11|. Reported procedure: Following the procedure described for preparation of 29b. Starting from (S)-tert-butyl 1-oxo-1-(quinolin-3-yl)propan-2-ylcarbamate (42c, 1.6 g, 5.33 mmol), Aluminium isopropoxide (0.68 g, 3.33 mmol) and 2-propanol (4.5 mL, 59.16 mmol) in toluene (7 mL) stirred at +50° C. in sealed reaction tube flushed with argon for 16 hours. Work up and deprotection of the intermediate BOC-protected amine afforded the subtitle compound as a colourless solid. Yield 1.29 g (88%).